From a dataset of the Open Reaction Database (ORD), a public repository of structured organic reaction records. describe an organic reaction: reactants, conditions, products, and yield Reaction SMILES: [CH3:35][C:36](=[O:37])[OH:38].[CH3:46][OH:47].[F:1][c:2]1[cH:3][cH:4][c:5]([C:6](=[O:7])[CH:8]2[CH2:9][CH2:10][N:11]([CH2:14][CH2:15][CH2:16][CH2:17][n:18]3[c:19](=[O:32])[nH:20][c:21]4[cH:22][c:23]([N+:29]([O-:30])=[O:31])[cH:24][cH:25][c:26]4[c:27]3=[O:28])[CH2:12][CH2:13]2)[cH:33][cH:34]1.[H:44][H:45].[cH:39]1[cH:40][s:41][cH:42][cH:43]1>>[F:1][c:2]1[cH:3][cH:4][c:5]([C:6](=[O:7])[CH:8]2[CH2:9][CH2:10][N:11]([CH2:14][CH2:15][CH2:16][CH2:17][n:18]3[c:19](=[O:32])[nH:20][c:21]4[cH:22][c:23]([NH2:29])[cH:24][cH:25][c:26]4[c:27]3=[O:28])[CH2:12][CH2:13]2)[cH:33][cH:34]1. The reactants are CC(=O)O, CO, O=C(c1ccc(F)cc1)C1CCN(CCCCn2c(=O)[nH]c3cc([N+](=O)[O-])ccc3c2=O)CC1, [H][H], c1ccsc1. The product is Nc1ccc2c(=O)n(CCCCN3CCC(C(=O)c4ccc(F)cc4)CC3)c(=O)[nH]c2c1. Starting materials: CCO, CC1(C)OCc2cc(C(O)CN=[N+]=[N-])ccc2O1. Yields the product CC1(C)OCc2cc(C(O)CN)ccc2O1. As a reaction SMILES: [CH3:19][CH2:20][OH:21].[N:1](=[N+:2]=[N-:3])[CH2:4][CH:5]([OH:6])[c:7]1[cH:8][c:9]2[c:10]([cH:17][cH:18]1)[O:11][C:12]([CH3:15])([CH3:16])[O:13][CH2:14]2>>[NH2:1][CH2:4][CH:5]([OH:6])[c:7]1[cH:8][c:9]2[c:10]([cH:17][cH:18]1)[O:11][C:12]([CH3:15])([CH3:16])[O:13][CH2:14]2. Reactants: ClCCl, c1ccc(C2COC23CO3)cc1, c1ccc2[nH]nnc2c1. Yields the product OCC1(n2nc3ccccc3n2)OCC1c1ccccc1. RXN SMILES: [Cl:22][CH2:23][Cl:24].[c:10]1([CH:16]2[CH2:17][O:18][C:19]23[O:20][CH2:21]3)[cH:11][cH:12][cH:13][cH:14][cH:15]1.[nH:1]1[n:2][n:3][c:4]2[c:5]1[cH:6][cH:7][cH:8][cH:9]2>>[n:1]1[n:2]([C:19]2([CH2:21][OH:20])[CH:16]([c:10]3[cH:11][cH:12][cH:13][cH:14][cH:15]3)[CH2:17][O:18]2)[n:3][c:4]2[c:5]1[cH:6][cH:7][cH:8][cH:9]2. Reactants: C(C1=CC=CO1)N (furfurylamine), C(=O)(OC(C)(C)C)N[C@@H](CC1=CC=CC=C1)C(=O)O (Boc-L-phenylalanine). Yields the product C(=O)(OC(C)(C)C)N[C@@H](CC1=CC=CC=C1)C(=O)NCC1=CC=CO1 (N-(Boc-L-phenylalanyl)furfurylamine). Isolated yield 88.6%. Reaction SMILES: [CH2:1]([NH2:7])[C:2]1[O:6][CH:5]=[CH:4][CH:3]=1.[C:8]([NH:15][C@H:16]([C:24](O)=[O:25])[CH2:17][C:18]1[CH:23]=[CH:22][CH:21]=[CH:20][CH:19]=1)([O:10][C:11]([CH3:14])([CH3:13])[CH3:12])=[O:9]>>[C:8]([NH:15][C@H:16]([C:24]([NH:7][CH2:1][C:2]1[O:6][CH:5]=[CH:4][CH:3]=1)=[O:25])[CH2:17][C:18]1[CH:19]=[CH:20][CH:21]=[CH:22][CH:23]=1)([O:10][C:11]([CH3:13])([CH3:12])[CH3:14])=[O:9]. Procedure: In substantially the same manner as Working Example 2, furfurylamine (2.91 g) was condensed with Boc-L-phenylalanine (8.75 g) to give N-(Boc-L-phenylalanyl)furfurylamine (9.14 g) (yield 89%). The Boc group of the product was deprotected by using TFA, and 0.43 g of thus-deprotected compound was condensed, in substantially the same manner as Working Example 42, with monoethyl ester of (2S,3S)-N-methylaziridine-2,3-dicarboxylic acid (0.28 g) to give the above-titled compound (Compound 89; 0.23 g) a... RXN SMILES: [F:1][C:2]1[CH:7]=[CH:6][C:5]([C:8]2[C:12]([CH2:13][N:14]([CH3:21])[CH2:15][CH:16](OC)[O:17]C)=[CH:11][NH:10][N:9]=2)=[CH:4][CH:3]=1.[ClH:22]>>[ClH:22].[F:1][C:2]1[CH:3]=[CH:4][C:5]([C:8]2[C:12]([CH2:13][N:14]([CH3:21])[CH2:15][CH:16]=[O:17])=[CH:11][NH:10][N:9]=2)=[CH:6][CH:7]=1 |f:2.3|. Yields the product Cl.FC1=CC=C(C=C1)C1=NNC=C1CN(CC=O)C (2-(((3-(4-fluorophenyl)-1H-pyrazol-4-yl)methyl)(methyl)amino)acetaldehyde hydrochloride). Reported procedure: A solution of N-((3-(4-fluorophenyl)-1H-pyrazol-4-yl)methyl)-2,2-dimethoxy-N-methylethanamine (3.92 g, 13.36 mmol, 1.00 equiv) in 6N hydrochloric acid (40 mL) was stirred at 80° C. for 2 h. The resulting mixture was concentrated under vacuum to yield 3.82 g of crude 2-(((3-(4-fluorophenyl)-1H-pyrazol-4-yl)methyl)(methyl)amino)acetaldehyde hydrochloride as a yellow solid. 1H NMR (300 MHz, DMSO) δ: 9.43 (s, 1H), 8.07 (s, 1H), 7.73-7.52 (m, 2H), 7.41-7.21 (m, 2H), 4.54-4.25 (m, 2H), 4.12-4.00 (m, 2... Reactants: FC1=CC=C(C=C1)C1=NNC=C1CN(CC(OC)OC)C (N-((3-(4-fluorophenyl)-1H-pyrazol-4-yl)methyl)-2,2-dimethoxy-N-methylethanamine), Cl (hydrochloric acid). Reactants: CC(C)=O, COC(=O)Nc1cc(CCl)on1, [I-], [Na+]. The product is COC(=O)Nc1cc(CI)on1. Reaction SMILES: [CH3:15][C:16](=[O:17])[CH3:18].[Cl:3][CH2:4][c:5]1[cH:6][c:7]([NH:10][C:11](=[O:12])[O:13][CH3:14])[n:8][o:9]1.[I-:2].[Na+:1]>>[I:2][CH2:4][c:5]1[cH:6][c:7]([NH:10][C:11](=[O:12])[O:13][CH3:14])[n:8][o:9]1.